From a dataset of the Open Reaction Database (ORD), a public repository of structured organic reaction records. describe an organic reaction: reactants, conditions, products, and yield The reactants are Cl (hydrochloric acid), SC=1SC(=NN1)S (2,5-dimercapto-1,3,4-thiadiazole), C([O-])([O-])=O.[K+].[K+] (potassium carbonate), BrCC1=CC=C(C(=O)O)C=C1 (p-(bromomethyl)benzoic acid). Run in O (water), CN(C=O)C (N,N-dimethylformamide). Run at time 3 hour. Yields the product SC1=NN=C(S1)SCC1=CC=C(C(=O)O)C=C1 (p-[(5-mercapto-1,3,4-thiadiazol-2-yl)thiomethyl]benzoic acid). Yield: 30.2%. Reaction SMILES: [SH:1][C:2]1[S:3][C:4]([SH:7])=[N:5][N:6]=1.C(=O)([O-])[O-].[K+].[K+].Br[CH2:15][C:16]1[CH:24]=[CH:23][C:19]([C:20]([OH:22])=[O:21])=[CH:18][CH:17]=1.Cl>O.CN(C)C=O>[SH:7][C:4]1[S:3][C:2]([S:1][CH2:15][C:16]2[CH:24]=[CH:23][C:19]([C:20]([OH:22])=[O:21])=[CH:18][CH:17]=2)=[N:6][N:5]=1 |f:1.2.3|. Procedure: To a mixture of 1.5 g of 2,5-dimercapto-1,3,4-thiadiazole, 2.76 g of anhydrous potassium carbonate and 10 ml of N,N-dimethylformamide was added 1 g of p-(bromomethyl)benzoic acid followed by stirring at room temperature for 3 hours. The reaction mixture was diluted with 30 ml of water, made acidic with diluted hydrochloric acid and, extracted with ethyl acetate. The extract was washed with water, dried over anhydrous magnesium sulfate and concentrated under reduced pressure. The residue was appl...